From a dataset of the Open Reaction Database (ORD), a public repository of structured organic reaction records. describe an organic reaction: reactants, conditions, products, and yield Starting materials: P(CCCC)(CCCC)CCCC (nBu3P), FC(C1=CC=C(C=C1)C1=CC=CC(=N1)C(CCCC)O)(F)F (1-{6-[4-(trifluoromethyl)phenyl]-2-pyridinyl}-1-pentanol), OC1=CC=C(C=C1)CCC(=O)OCC (ethyl 3-(4-hydroxyphenyl)propanoate), ice water. Solvent: C1CCOC1 (THF). Run at temperature 0 celsius. Product: FC(C1=CC=C(C=C1)C1=CC=CC(=N1)C(CCCC)OC1=CC=C(C=C1)CCC(=O)OCC)(F)F (Ethyl 3-{4[(1-{6-[4-(trifluoromethyl)phenyl]-2-pyridinyl}pentyl)oxy]phenyl}propanoate). Isolated yield 37.3%. Reaction SMILES: [F:1][C:2]([F:22])([F:21])[C:3]1[CH:8]=[CH:7][C:6]([C:9]2[N:14]=[C:13]([CH:15]([OH:20])[CH2:16][CH2:17][CH2:18][CH3:19])[CH:12]=[CH:11][CH:10]=2)=[CH:5][CH:4]=1.O[C:24]1[CH:29]=[CH:28][C:27]([CH2:30][CH2:31][C:32]([O:34][CH2:35][CH3:36])=[O:33])=[CH:26][CH:25]=1.P(CCCC)(CCCC)CCCC>C1COCC1>[F:22][C:2]([F:21])([F:1])[C:3]1[CH:4]=[CH:5][C:6]([C:9]2[N:14]=[C:13]([CH:15]([O:20][C:24]3[CH:29]=[CH:28][C:27]([CH2:30][CH2:31][C:32]([O:34][CH2:35][CH3:36])=[O:33])=[CH:26][CH:25]=3)[CH2:16][CH2:17][CH2:18][CH3:19])[CH:12]=[CH:11][CH:10]=2)=[CH:7][CH:8]=1. Procedure details: To a stirred solution of the 1-{6-[4-(trifluoromethyl)phenyl]-2-pyridinyl}-1-pentanol (50 mg, 0.16 mmol) and ethyl 3-(4-hydroxyphenyl)propanoate (31 mg, 0.16 mmol) in anhydrous THF (3.2 mL) under nitrogen at 0° C. (ice/water bath) was added ADDM (83 mg, 0.32 mmol). After a few minutes, nBu3P (81 μL, 0.32 mmol) was added (drop-wise) and the solution was stirred at 0° C. warming to rt overnight. After 17.5 hours the solvent was concentrated under vacuum and the solid residue dissolved in DCM (5 mL... Starting materials: C(C)(=O)O (acetic acid), C(C1=CC=CC=C1)OC(=O)N1CC(N(CC1)N=C1CCN(CC1)C(=O)OC(C)(C)C)=O (4-benzyloxycarbonyl-1-{[1-(tert-butoxycarbonyl)-4-piperidinylidene]amino}-2-piperazinone), C(#N)[BH3-].[Na+] (sodium cyanoborohydride). The solvent is CO (methanol). Run at time 30 minute. Product: C(C1=CC=CC=C1)OC(=O)N1CC(N(CC1)NC1CCN(CC1)C(=O)OC(C)(C)C)=O (4-benzyloxycarbonyl-1-[1-(tert-butoxycarbonyl)-4-piperidinylamino]-2-piperazinone). RXN SMILES: [CH2:1]([O:8][C:9]([N:11]1[CH2:16][CH2:15][N:14]([N:17]=[C:18]2[CH2:23][CH2:22][N:21]([C:24]([O:26][C:27]([CH3:30])([CH3:29])[CH3:28])=[O:25])[CH2:20][CH2:19]2)[C:13](=[O:31])[CH2:12]1)=[O:10])[C:2]1[CH:7]=[CH:6][CH:5]=[CH:4][CH:3]=1.C(O)(=O)C.C([BH3-])#N.[Na+]>CO>[CH2:1]([O:8][C:9]([N:11]1[CH2:16][CH2:15][N:14]([NH:17][CH:18]2[CH2:19][CH2:20][N:21]([C:24]([O:26][C:27]([CH3:29])([CH3:28])[CH3:30])=[O:25])[CH2:22][CH2:23]2)[C:13](=[O:31])[CH2:12]1)=[O:10])[C:2]1[CH:7]=[CH:6][CH:5]=[CH:4][CH:3]=1 |f:2.3|. Procedure details: The resultant 4-benzyloxycarbonyl-1-{[1-(tert-butoxycarbonyl)-4-piperidinylidene]amino}-2-piperazinone was dissolved in methanol (40 ml), combined with acetic acid (1.2 g) with cooling on ice, followed by sodium cyanoborohydride (943 mg), and then stirred at room temperature for 30 minutes. The reaction mixture was concentrated, and the residue was dissolved in ethyl acetate, washed with aqueous sodium bicarbonate and brine, dried, concentrated and purified by a column chromatography (ethyl acet... Reactants: [N+](=O)([O-])C1=CC=CC=2SC(=CC21)C(=O)O (4-Nitro-benzo[b]thiophene-2-carboxylic acid), NC=1C(=C(C=C(C1)C(C)(C)C)NS(=O)(=O)C)OC (N-(3-amino-5-tert-butyl-2-methoxy-phenyl)-methanesulfonamide), C(CCl)Cl (EDC), C=1C=CC2=C(C1)N=NN2O (HOBt). Solvent: CN(C)C=O (DMF). Run at time 10 minute. Yields the product C(C)(C)(C)C=1C=C(C(=C(C1)NC(=O)C1=CC2=C(S1)C=CC=C2[N+](=O)[O-])OC)NS(=O)(=O)C (4-nitro-benzo[b]thiophene-2-carboxylic acid (5-tert-butyl-3-methanesulfonylamino-2-methoxy-phenyl)-amide). Yield: 25.4%. RXN SMILES: [N+:1]([C:4]1[C:12]2[CH:11]=[C:10]([C:13]([OH:15])=O)[S:9][C:8]=2[CH:7]=[CH:6][CH:5]=1)([O-:3])=[O:2].[NH2:16][C:17]1[C:18]([O:32][CH3:33])=[C:19]([NH:27][S:28]([CH3:31])(=[O:30])=[O:29])[CH:20]=[C:21]([C:23]([CH3:26])([CH3:25])[CH3:24])[CH:22]=1.C(Cl)CCl.C1C=CC2N(O)N=NC=2C=1>CN(C=O)C>[C:23]([C:21]1[CH:20]=[C:19]([NH:27][S:28]([CH3:31])(=[O:30])=[O:29])[C:18]([O:32][CH3:33])=[C:17]([NH:16][C:13]([C:10]2[S:9][C:8]3[CH:7]=[CH:6][CH:5]=[C:4]([N+:1]([O-:3])=[O:2])[C:12]=3[CH:11]=2)=[O:15])[CH:22]=1)([CH3:26])([CH3:24])[CH3:25]. Procedure details: 4-Nitro-benzo[b]thiophene-2-carboxylic acid (369 mg, 1.65 mmol) and N-(3-amino-5-tert-butyl-2-methoxy-phenyl)-methanesulfonamide (500 mg, 1.84 mmol) were dissolved in 25 mL DMF and stirred at room temperature. After about 10 min, EDC (317 mg, 1.65 mmol) and HOBt (224 mg, 1.65 mmol) were added and the brown solution was stirred at room temperature 12 h. After stirring 12 h, the reaction was partitioned between EtOAc (150 mL) and water (50 mL). The layers were separated and the organic portion was... The reactants are CC1=CC2=C(N=C(N2)NC2=NC(=C(C(=N2)O)CC(=O)O)C)C=C1C (2-[(5,6-Dimethyl-2-benzoimidazolyl)amino]-4-hydoxy-6-methyl-5-pyrimidine acetic acid), C(C)O (ethanol). Solvent: OS(=O)(=O)O (H2SO4). Product: CC1=CC2=C(N=C(N2)NC2=NC(=C(C(=N2)O)CC(=O)OCC)C)C=C1C (2-[(5,6-Dimethyl-2-benzoimidazolyl)amino]-4-hydroxy-6-methyl-5-pyrimidine acetic acid, ethyl ester). Yield: 19.0%. As a reaction SMILES: [CH3:1][C:2]1[C:23]([CH3:24])=[CH:22][C:5]2[N:6]=[C:7]([NH:9][C:10]3[N:15]=[C:14]([OH:16])[C:13]([CH2:17][C:18]([OH:20])=[O:19])=[C:12]([CH3:21])[N:11]=3)[NH:8][C:4]=2[CH:3]=1.[CH2:25](O)[CH3:26]>OS(O)(=O)=O>[CH3:1][C:2]1[C:23]([CH3:24])=[CH:22][C:5]2[N:6]=[C:7]([NH:9][C:10]3[N:15]=[C:14]([OH:16])[C:13]([CH2:17][C:18]([O:20][CH2:25][CH3:26])=[O:19])=[C:12]([CH3:21])[N:11]=3)[NH:8][C:4]=2[CH:3]=1. Procedure: A solution of (2) (0.935 g, 2.86 mmol) in ethanol (20 mL) and concentrated H2SO4 (3.5 mL) was heated at reflux for 24 h. The ethanol was evaporated in vacuo, cold water (30 mL) was added and the solution was then neutralised with NaOH 10M. The mixture was extracted with CHCl3 (4×20 ml,) and the combined organic phases were dried (MgSO4) and evaporated in vacuo. The resulting residue was triturated with ethanol and filtered to give 0.190 g (19%) of 2-[(5,6-Dimetlhyl-2-benzoimidazolyl)amino]-4-hyd... Starting materials: CC(C)(C)OC(=O)N1CCC1COc1cncc(C2CC2CCF)c1, CO, Cl. Yields the product Cl, FCCC1CC1c1cncc(OCC2CCN2)c1. As a reaction SMILES: [C:2]([O:3][C:4](=[O:5])[N:9]1[CH:10]([CH2:13][O:14][c:15]2[cH:16][n:17][cH:18][c:19]([CH:21]3[CH:22]([CH2:24][CH2:25][F:26])[CH2:23]3)[cH:20]2)[CH2:11][CH2:12]1)([CH3:6])([CH3:7])[CH3:8].[CH3:27][OH:28].[ClH:1]>>[ClH:1].[NH:9]1[CH:10]([CH2:13][O:14][c:15]2[cH:16][n:17][cH:18][c:19]([CH:21]3[CH:22]([CH2:24][CH2:25][F:26])[CH2:23]3)[cH:20]2)[CH2:11][CH2:12]1. The reactants are CCNc1ccc(NC(=O)N2CCN(C)CC2)cc1[N+](=O)[O-], CS[CH2+]1SC(=C2Sc3ccccc3N2C)C(=O)N1Cc1ccccc1, Cc1ccc(S(=O)(=O)[O-])cc1. RXN SMILES: [CH2:1]([CH3:2])[NH:3][c:4]1[c:5]([N+:20]([O-:21])=[O:22])[cH:6][c:7]([NH:10][C:11](=[O:12])[N:13]2[CH2:14][CH2:15][N:16]([CH3:19])[CH2:17][CH2:18]2)[cH:8][cH:9]1.[CH2:34]([c:35]1[cH:36][cH:37][cH:38][cH:39][cH:40]1)[N:41]1[CH2+:42]([S:57][CH3:58])[S:43][C:44](=[C:47]2[S:48][c:49]3[c:50]([cH:53][cH:54][cH:55][cH:56]3)[N:51]2[CH3:52])[C:45]1=[O:46].[c:23]1([CH3:24])[cH:25][cH:26][c:27]([S:28]([O-:29])(=[O:30])=[O:31])[cH:32][cH:33]1>>[CH2:1]([CH3:2])[NH:3][c:4]1[c:5]([N:20]=[C:42]2[N:41]([CH2:34][c:35]3[cH:36][cH:37][cH:38][cH:39][cH:40]3)[C:45](=[O:46])[C:44](=[C:47]3[S:48][c:49]4[c:50]([cH:53][cH:54][cH:55][cH:56]4)[N:51]3[CH3:52])[S:43]2)[cH:6][c:7]([NH:10][C:11](=[O:12])[N:13]2[CH2:14][CH2:15][N:16]([CH3:19])[CH2:17][CH2:18]2)[cH:8][cH:9]1. The product is CCNc1ccc(NC(=O)N2CCN(C)CC2)cc1N=C1SC(=C2Sc3ccccc3N2C)C(=O)N1Cc1ccccc1. Reactants: [Li]CCCC, Ic1cocc1I, [Li]c1cocc1I, O=C1NC(=O)C(=O)C(=O)N1, C1CCOC1. Yields the product O=C1NC(=O)C(O)(c2cocc2I)C(=O)N1. As a reaction SMILES: [CH2:8]([Li:9])[CH2:10][CH2:11][CH3:12].[I:1][c:2]1[cH:3][o:4][cH:5][c:6]1[I:7].[I:23][c:24]1[c:25]([Li:26])[cH:27][o:28][cH:29]1.[NH:13]1[C:14](=[O:15])[NH:16][C:17](=[O:18])[C:19](=[O:20])[C:21]1=[O:22].[O:30]1[CH2:31][CH2:32][CH2:33][CH2:34]1>>[c:2]1([C:19]2([OH:20])[C:17](=[O:18])[NH:16][C:14](=[O:15])[NH:13][C:21]2=[O:22])[cH:3][o:4][cH:5][c:6]1[I:7]. Starting materials: C(C)(C)(C)C1=CC2=C(N=CNC2=O)O1 (6-tert-butylfuro[2,3-d]pyrimidin-4(3H)-one), O=P(Cl)(Cl)Cl (POCl3). Run at temperature 60 celsius, time 3 hour. Product: C(C)(C)(C)C1=CC2=C(N=CN=C2Cl)O1 (6-tert-Butyl-4-chlorofuro[2,3-d]pyrimidine). Isolated yield 73.0%. Reaction SMILES: [C:1]([C:5]1[O:14][C:8]2[N:9]=[CH:10][NH:11][C:12](=O)[C:7]=2[CH:6]=1)([CH3:4])([CH3:3])[CH3:2].O=P(Cl)(Cl)[Cl:17]>>[C:1]([C:5]1[O:14][C:8]2[N:9]=[CH:10][N:11]=[C:12]([Cl:17])[C:7]=2[CH:6]=1)([CH3:4])([CH3:3])[CH3:2]. Procedure: A mixture of 6-tert-butylfuro[2,3-d]pyrimidin-4(3H)-one (1.0 g) and POCl3 (10 mL) was stirred at 55-65° C. for 3 h. The reaction mixture was poured into ice cold water and stirred for 10 min. The solution was extracted with chloroform (3×100 mL) and the combined chloroform layer was washed with aq. NaHCO3 solution, water, brine and dried over sodium sulfate. The solution was filtered and evaporated the solvent. The residue was chromatographed over silica gel column using hexane-EtOAc (90:10) as ... Reactants: ClC1=C(N(C(=C1)C(=O)C1=CC=C(C=C1)C)C)CC(=O)OC (methyl 3-chloro-1-methyl-5-(p- toluoyl)pyrrole-2-acetate), C(C)O (ethanol). Solvent: [OH-].[Na+] (sodium hydroxide). Product: ClC1=C(N(C(=C1)C(=O)C1=CC=C(C=C1)C)C)CC(=O)O (3-chloro-1-methyl-5-(p-toluoyl) pyrrole-2-acetic acid). As a reaction SMILES: [Cl:1][C:2]1[CH:6]=[C:5]([C:7]([C:9]2[CH:14]=[CH:13][C:12]([CH3:15])=[CH:11][CH:10]=2)=[O:8])[N:4]([CH3:16])[C:3]=1[CH2:17][C:18]([O:20]C)=[O:19].C(O)C>[OH-].[Na+]>[Cl:1][C:2]1[CH:6]=[C:5]([C:7]([C:9]2[CH:10]=[CH:11][C:12]([CH3:15])=[CH:13][CH:14]=2)=[O:8])[N:4]([CH3:16])[C:3]=1[CH2:17][C:18]([OH:20])=[O:19] |f:2.3|. Reported procedure: A suspension of 3.3 g. of methyl 3-chloro-1-methyl-5-(p- toluoyl)pyrrole-2-acetate (0.0108 mole) from Example II in 12 ml. of IN sodium hydroxide and 5 ml. of ethanol is refluxed for 30 min. The ethanol is evaporated from the yellow solution, and the latter is poured into dilute HCl. The precipitate is collected, air dried, and recrystallized from 2-propanol to give 3-chloro-1-methyl-5-(p-toluoyl) pyrrole-2-acetic acid as a white solid; m.p. 163°-164° C (dec.) Starting materials: CC1(C)C2CCC1(CS(=O)(=O)O)C(=O)C2, Cc1ccccc1, CCO, CN1CCN(C2CCN(C(=O)Nc3cc(Oc4ccc(N)cc4F)ccn3)CC2)CC1, O=C(Cc1ccccc1)N=C=S. Product: CN1CCN(C2CCN(C(=O)Nc3cc(Oc4ccc(NC(=S)NC(=O)Cc5ccccc5)cc4F)ccn3)CC2)CC1. RXN SMILES: [C:44]12([CH2:45][S:46]([OH:47])(=[O:48])=[O:49])[C:50]([CH3:51])([CH3:52])[CH:53]([CH2:54][CH2:55]1)[CH2:56][C:57]2=[O:58].[CH3:59][c:60]1[cH:61][cH:62][cH:63][cH:64][cH:65]1.[CH3:66][CH2:67][OH:68].[NH2:13][c:14]1[cH:15][c:16]([F:43])[c:17]([O:18][c:19]2[cH:20][c:21]([NH:25][C:26](=[O:27])[N:28]3[CH2:29][CH2:30][CH:31]([N:34]4[CH2:35][CH2:36][N:37]([CH3:40])[CH2:38][CH2:39]4)[CH2:32][CH2:33]3)[n:22][cH:23][cH:24]2)[cH:41][cH:42]1.[c:1]1([CH2:7][C:8](=[O:9])[N:10]=[C:11]=[S:12])[cH:2][cH:3][cH:4][cH:5][cH:6]1>>[c:1]1([CH2:7][C:8](=[O:9])[NH:10][C:11](=[S:12])[NH:13][c:14]2[cH:15][c:16]([F:43])[c:17]([O:18][c:19]3[cH:20][c:21]([NH:25][C:26](=[O:27])[N:28]4[CH2:29][CH2:30][CH:31]([N:34]5[CH2:35][CH2:36][N:37]([CH3:40])[CH2:38][CH2:39]5)[CH2:32][CH2:33]4)[n:22][cH:23][cH:24]3)[cH:41][cH:42]2)[cH:2][cH:3][cH:4][cH:5][cH:6]1.